From a dataset of the Open Reaction Database (ORD), a public repository of structured organic reaction records. describe an organic reaction: reactants, conditions, products, and yield Starting materials: NC=1SC=C(N1)/C(/C(=O)O)=N/OC(C1=CC=CC=C1)(C1=CC=CC=C1)C1=CC=CC=C1 (2-(2-aminothiazol-4-yl)-2-(Z)-(trityloxyimino)acetic acid), C([O-])([O-])=O.[K+].[K+] (potassium carbonate), CS(=O)(=O)Cl (methansulfonyl chloride), Cl.N[C@H]1[C@@H]2N(C(=C(CS2)SCC2=NC=CN=C2)C(=O)O)C1=O (7β-amino-3-[(pyrazin-2-yl)methylthio]-3-cephem-4-carboxylic acid hydrochloride), C[Si](C)(C)C(C(=O)N)[Si](C)(C)C (bis(trimethylsilyl)acetamide), [Na+].[Cl-] (NaCl). Run in CN(C(C)=O)C (N,N-dimethylacetamide), CN(C)C=O (DMF). Run at temperature 5 celsius, time 30 minute. Product: NC=1SC=C(N1)/C(/C(=O)N[C@H]1[C@@H]2N(C(=C(CS2)SCC2=NC=CN=C2)C(=O)O)C1=O)=N/OC(C1=CC=CC=C1)(C1=CC=CC=C1)C1=CC=CC=C1 (7β-[2-(2-aminothiazol-4-yl)-2-(Z)-(trityloxyimino)acetamido]-3-[(pyrazin-2-yl)methylthio]-3-cephem-4-carboxylic acid). Yield: 110.1%. RXN SMILES: [NH2:1][C:2]1[S:3][CH:4]=[C:5](/[C:7](=[N:11]/[O:12][C:13]([C:26]2[CH:31]=[CH:30][CH:29]=[CH:28][CH:27]=2)([C:20]2[CH:25]=[CH:24][CH:23]=[CH:22][CH:21]=2)[C:14]2[CH:19]=[CH:18][CH:17]=[CH:16][CH:15]=2)/[C:8](O)=[O:9])[N:6]=1.C(=O)([O-])[O-].[K+].[K+].CS(Cl)(=O)=O.Cl.[NH2:44][C@@H:45]1[C:63](=[O:64])[N:47]2[C:48]([C:60]([OH:62])=[O:61])=[C:49]([S:52][CH2:53][C:54]3[CH:59]=[N:58][CH:57]=[CH:56][N:55]=3)[CH2:50][S:51][C@H:46]12.C[Si](C([Si](C)(C)C)C(N)=O)(C)C.[Na+].[Cl-]>CN(C)C(=O)C.CN(C=O)C>[NH2:1][C:2]1[S:3][CH:4]=[C:5](/[C:7](=[N:11]/[O:12][C:13]([C:20]2[CH:21]=[CH:22][CH:23]=[CH:24][CH:25]=2)([C:14]2[CH:19]=[CH:18][CH:17]=[CH:16][CH:15]=2)[C:26]2[CH:31]=[CH:30][CH:29]=[CH:28][CH:27]=2)/[C:8]([NH:44][C@@H:45]2[C:63](=[O:64])[N:47]3[C:48]([C:60]([OH:62])=[O:61])=[C:49]([S:52][CH2:53][C:54]4[CH:59]=[N:58][CH:57]=[CH:56][N:55]=4)[CH2:50][S:51][C@H:46]23)=[O:9])[N:6]=1 |f:1.2.3,5.6,8.9|. Procedure details: To a solution of 2-(2-aminothiazol-4-yl)-2-(Z)-(trityloxyimino)acetic acid (3.70 g, 8.61 m mol) in N,N-dimethylacetamide (37 ml) was added potassium carbonate (1.19 g, 8.61 m mol) and methansulfonyl chloride (1.33 ml, 17.2 m mol) at 5° C. The mixture was stirred at 5° C. for 30 minutes. To a solution of 7β-amino-3-[(pyrazin-2-yl)methylthio]-3-cephem-4-carboxylic acid hydrochloride (3.42 g, 8.61 m mol) in DMF (34.2 ml) was added bis(trimethylsilyl)acetamide (14.9 ml, 60.3 m mol), and stirred at 5... Reactants: ClC1=CC=C(C=C1)C=1C2=C(C3=C([C@@H](N1)CC(=O)N)ON=C3C)SC(=C2C)C (2-((6S)-4-(4-chlorophenyl)-2,3,9-trimethyl-6H-isoxazolo[5,4-c]thieno[2,3-e]azepin-6-yl)acetamide), ClC1=CC=C(C=C1)C=1C2=C(C3=C([C@@H](N1)CC(=O)N)ON=C3C)SC(=C2C)C (2-((6S)-4-(4-chlorophenyl)-2,3,9-trimethyl-6H-isoxazolo[5,4-c]thieno[2,3-e]azepin-6-yl)acetamide), COC=1C=CC(=CC1)P2(=S)SP(=S)(S2)C=3C=CC(=CC3)OC (Lawesson reagent). Solvent: C1CCOC1 (THF). Product: ClC1=CC=C(C=C1)C=1C2=C(C3=C([C@@H](N1)CC(N)=S)ON=C3C)SC(=C2C)C (2-((6S)-4-(4-chlorophenyl)-2,3,9-trimethyl-6H-isoxazolo[5,4-c]thieno[2,3-e]azepin-6-yl)ethanethioamide). Isolated yield 64.1%. RXN SMILES: [Cl:1][C:2]1[CH:7]=[CH:6][C:5]([C:8]2[C:9]3[C:25]([CH3:26])=[C:24]([CH3:27])[S:23][C:10]=3[C:11]3[C:21]([CH3:22])=[N:20][O:19][C:12]=3[C@H:13]([CH2:15][C:16]([NH2:18])=O)[N:14]=2)=[CH:4][CH:3]=1.COC1C=CC(P2(SP(C3C=CC(OC)=CC=3)(=S)S2)=[S:37])=CC=1>C1COCC1>[Cl:1][C:2]1[CH:7]=[CH:6][C:5]([C:8]2[C:9]3[C:25]([CH3:26])=[C:24]([CH3:27])[S:23][C:10]=3[C:11]3[C:21]([CH3:22])=[N:20][O:19][C:12]=3[C@H:13]([CH2:15][C:16](=[S:37])[NH2:18])[N:14]=2)=[CH:4][CH:3]=1. Procedure: To a solution of 2-((6S)-4-(4-chlorophenyl)-2,3,9-trimethyl-6H-isoxazolo[5,4-c]thieno[2,3-e]azepin-6-yl)acetamide (Compound 110, 0.120 g, 0.30 mmol) in THF (5 mL) was added Lawesson reagent (0.248 g, 0.60 mmol). The mixture was refluxed overnight. The reaction mixture was concentrated in vacuo and the residue was recrystallized by petroleum and ethyl acetate to give 2-((6S)-4-(4-chlorophenyl)-2,3,9-trimethyl-6H-isoxazolo[5,4-c]thieno[2,3-e]azepin-6-yl)ethanethioamide (0.080 g, 64% yield). Reactants: [OH-].[K+] (potassium hydroxide), COC([C@@H](CC1=CC=CC=C1)OC1=C(C=C(C=C1Br)C1=CC=CC=2SC3=C(C21)C=CC=C3)Br)=O ((R)-2-[2,6-dibromo-4-(dibenzothiophen-1-yl)-phenoxy]-3-phenyl-propionic acid methyl ester), Cl (HCl). Solvent: C1CCOC1 (THF), CO (methanol), O (water). Reaction conditions: time 1.5 hour. Product: BrC1=C(O[C@@H](C(=O)O)CC2=CC=CC=C2)C(=CC(=C1)C1=CC=CC=2SC3=C(C21)C=CC=C3)Br ((R)-2-[2,6-Dibromo-4-(dibenzothiophen-1-yl)-phenoxy]-3-phenyl-propionic acid). The yield is 80.0%. Reaction SMILES: [OH-].[K+].C[O:4][C:5](=[O:36])[C@H:6]([O:14][C:15]1[C:20]([Br:21])=[CH:19][C:18]([C:22]2[C:30]3[C:29]4[CH:31]=[CH:32][CH:33]=[CH:34][C:28]=4[S:27][C:26]=3[CH:25]=[CH:24][CH:23]=2)=[CH:17][C:16]=1[Br:35])[CH2:7][C:8]1[CH:13]=[CH:12][CH:11]=[CH:10][CH:9]=1.Cl>C1COCC1.CO.O>[Br:35][C:16]1[CH:17]=[C:18]([C:22]2[C:30]3[C:29]4[CH:31]=[CH:32][CH:33]=[CH:34][C:28]=4[S:27][C:26]=3[CH:25]=[CH:24][CH:23]=2)[CH:19]=[C:20]([Br:21])[C:15]=1[O:14][C@H:6]([CH2:7][C:8]1[CH:9]=[CH:10][CH:11]=[CH:12][CH:13]=1)[C:5]([OH:36])=[O:4] |f:0.1|. Procedure details: 1.0 N Aqueous potassium hydroxide (0.81 mL, 0.81 mmol) was added to a stirred solution of (R)-2-[2,6-dibromo-4-(dibenzothiophen-1-yl)-phenoxy]-3-phenyl-propionic acid methyl ester (0.242 g, 0.406 mmol) in THF (4 mL) and methanol (2.5 mL). After 1.5 h at ambient temperature, the reaction mixture was diluted with water, acidified with 10% aqueous HCl and filtered. The solid was washed with water and triturated with pet. ether. The solid was dried in vacuo at 70° C. to provide the title compound as... Reactants: BrCC=1C=C(C#N)C=CC1 (3-bromomethylbenzonitrile), C1(CCC1)C=1N=C(SC1)C (4-cyclobutyl-2-methylthiazole), CC(C)([O-])C.[K+] (potassium tert-butoxide), C(CCC)[Li] (n-butyllithium), [Cl-].[NH4+] (ammonium chloride). The solvent is O1CCCC1 (tetrahydrofuran), O1CCCC1 (tetrahydrofuran). Run at time 40 minute. The product is C1(CCC1)C=1N=C(SC1)CCC=1C=C(C#N)C=CC1 (3-[2-(4-cyclobutyl-2-thiazolyl)ethyl]benzonitrile). Isolated yield 65.3%. As a reaction SMILES: [CH:1]1([C:5]2[N:6]=[C:7]([CH3:10])[S:8][CH:9]=2)[CH2:4][CH2:3][CH2:2]1.CC(C)([O-])C.[K+].C([Li])CCC.Br[CH2:23][C:24]1[CH:25]=[C:26]([CH:29]=[CH:30][CH:31]=1)[C:27]#[N:28].[Cl-].[NH4+]>O1CCCC1>[CH:1]1([C:5]2[N:6]=[C:7]([CH2:10][CH2:23][C:24]3[CH:25]=[C:26]([CH:29]=[CH:30][CH:31]=3)[C:27]#[N:28])[S:8][CH:9]=2)[CH2:4][CH2:3][CH2:2]1 |f:1.2,5.6|. Reported procedure: 766 mg (5 mmol) of 4-cyclobutyl-2-methylthiazole was dissolved in 15 ml of anhydrous tetrahydrofuran and mixed with 561 mg (5 mmol) of potassium tert-butoxide, and 3 ml (5 mmol) of n-butyllithium (1.68M hexane solution) was added dropwise at −78° C. After 3 hours of stirring at the same temperature, 1270 mg (6 mmol) of 3-bromomethylbenzonitrile in 3 ml anhydrous tetrahydrofuran was added dropwise, and the reaction solution was stirred for one hour and 40 minutes. After addition of saturated aque... The reactants are BrBr, CC(=O)O, CN1CCC23c4c5cccc4OC2C(O)CCC3C1C5. Product: CN1CCC23c4c5ccc(Br)c4OC2C(O)CCC3C1C5. RXN SMILES: [Br:21][Br:22].[CH3:23][C:24](=[O:25])[OH:26].[O:1]1[c:2]2[cH:3][cH:4][cH:5][c:6]3[c:15]2[C:14]24[CH:9]([CH:8]([CH2:7]3)[N:18]([CH3:19])[CH2:17][CH2:16]2)[CH2:10][CH2:11][CH:12]([OH:20])[CH:13]14>>[O:1]1[c:2]2[c:3]([Br:21])[cH:4][cH:5][c:6]3[c:15]2[C:14]24[CH:9]([CH:8]([CH2:7]3)[N:18]([CH3:19])[CH2:17][CH2:16]2)[CH2:10][CH2:11][CH:12]([OH:20])[CH:13]14. Starting materials: C(C)(C)(C)C=1SC2=C(N1)C=C(C(=C2)N=C=S)OC (2-tert.-butyl-6-isothiocyano-5-methoxy-benzthiazole), OCCN1CCNCC1 (N-(2-hydroxyethyl)-piperazine). Solvent: CC(=O)C (acetone), CC(=O)C (acetone). Run at time 2 hour. The product is C(C)(C)(C)C=1SC2=C(N1)C=C(C(=C2)NC(=S)N2CCN(CC2)CCO)OC (2-tert.-butyl-5-methoxy-6-{[4-(2-hydroxyethyl)-piperazin-1-yl]-thiocarbonylamino}-benzthiazole). As a reaction SMILES: [C:1]([C:5]1[S:6][C:7]2[CH:13]=[C:12]([N:14]=[C:15]=[S:16])[C:11]([O:17][CH3:18])=[CH:10][C:8]=2[N:9]=1)([CH3:4])([CH3:3])[CH3:2].[OH:19][CH2:20][CH2:21][N:22]1[CH2:27][CH2:26][NH:25][CH2:24][CH2:23]1>CC(C)=O>[C:1]([C:5]1[S:6][C:7]2[CH:13]=[C:12]([NH:14][C:15]([N:25]3[CH2:26][CH2:27][N:22]([CH2:21][CH2:20][OH:19])[CH2:23][CH2:24]3)=[S:16])[C:11]([O:17][CH3:18])=[CH:10][C:8]=2[N:9]=1)([CH3:4])([CH3:2])[CH3:3]. Reported procedure: 21 g (0.076 mole) of 2-tert.-butyl-6-isothiocyano-5-methoxy-benzthiazole are dissolved in 400 ml of acetone and a solution of 12 g (0.092 mole) of N-(2-hydroxyethyl)-piperazine in 40 ml of acetone is added dropwise. The mixture is stirred for 2 hours, cooled to 0°, filtered and washed with acetone, then with ether and finally with petroleum ether. 2-tert.-butyl-5-methoxy-6-{[4-(2-hydroxyethyl)-piperazin-1-yl]-thiocarbonylamino}-benzthiazole having a melting point of 161°-162° is obtained. The reactants are NS(=O)(=O)C1=CC=C(C(=O)OC)C=C1 (methyl [4-(aminosulfonyl)]benzoate), CO (methanol), [BH4-].[Li+] (lithium borohydride), ice. Run in C1CCOC1 (THF). Product: OCC1=CC=C(C=C1)S(=O)(=O)N (4-(hydroxymethyl)benzenesulfonamide). Yield: 75.2%. RXN SMILES: [NH2:1][S:2]([C:5]1[CH:14]=[CH:13][C:8]([C:9](OC)=[O:10])=[CH:7][CH:6]=1)(=[O:4])=[O:3].CO.[BH4-].[Li+]>C1COCC1>[OH:10][CH2:9][C:8]1[CH:7]=[CH:6][C:5]([S:2]([NH2:1])(=[O:3])=[O:4])=[CH:14][CH:13]=1 |f:2.3|. Procedure details: To a solution of methyl [4-(aminosulfonyl)]benzoate (5.8 g, 27 mmol) (Step 2) in THF (400 ml), methanol (1.6 ml, 40 mmol) and lithium borohydride (20 ml, 2M solution in THF, 42 mmol) were added over 10 minutes. After heating at reflux for 3.5 hours, the reaction mixture was cooled and poured over ice containing 1N HCl (80 ml). The reaction mixture was extracted with ethyl acetate, dried (Na2SO4), filtered and concentrated. The crude mixture was purified by chromatography (silica gel, hexane/ethy...